From a dataset of the Open Reaction Database (ORD), a public repository of structured organic reaction records. describe an organic reaction: reactants, conditions, products, and yield The reactants are C([O-])([O-])=O.[K+].[K+] (Potassium carbonate), [I-].[K+] (potassium iodide), FC(C=1C=C(CCl)C=CC1)(F)F (3-trifluoromethylbenzylchloride), 2-(4-piperidyl)-5-chloro-phthalimidine, C1=CC=CC=C1 (benzene), C1=CC=CC=C1 (benzene). Product: C1CCCCC1.C(C)(C)OC(C)C (cyclohexane isopropylether). Yield: 63.0%. RXN SMILES: C(=O)([O-])[O-:2].[K+].[K+].[I-].[K+].F[C:10](F)(F)[C:11]1[CH:12]=[C:13]([CH:16]=[CH:17][CH:18]=1)CCl.[CH:21]1[CH:26]=[CH:25]C=CC=1>>[CH2:11]1[CH2:12][CH2:13][CH2:16][CH2:17][CH2:18]1.[CH:11]([O:2][CH:26]([CH3:25])[CH3:21])([CH3:12])[CH3:10] |f:0.1.2,3.4,7.8|. Procedure: The obtained intermediate 2-(4-piperidyl)-5-chloro-phthalimidine (15) (1.17 g, 0.00467 mol) was dissolved in 30 ml benzene. Potassium carbonate (1.93 g, 0.0140 mole) and potassium iodide (0.78 g, 0.00607 mole) was added whereupon 3-trifluoromethylbenzylchloride (1.18 g, 0.00607 mole) dissolved in benzene was added drop-wise at room temperature, and was then heated under reflux during three days. The inorganic salts were filtered off and the filtrate was evaporated to dryness in vacuum. The resid... The reactants are BrC=1C=C2C(=C(C=NC2=CC1)C(=O)C1CC1)NC1=CC=C(C=C1)CCN(C)C ((6-bromo-4-(4-(2-(dimethylamino)ethyl)phenylamino)quinolin-3-yl)(cyclopropyl)methanone), ClC1=C(C(=CC(=C1)B1OC(C(O1)(C)C)(C)C)Cl)O (2,6-dichloro-4-(4,4,5,5-tetramethyl-1,3,2-dioxaborolan-2-yl)phenol). Yields the product Cl.Cl.C1(CC1)C(=O)C=1C=NC2=CC=C(C=C2C1NC1=CC=C(C=C1)CCN(C)C)C1=CC(=C(C(=C1)Cl)O)Cl (Cyclopropyl(6-(3,5-dichloro-4-hydroxyphenyl)-4-(4-(2-(dimethylamino)ethyl)phenylamino)quinolin-3-yl)methanone dihydrochloride). Reaction SMILES: Br[C:2]1[CH:3]=[C:4]2[C:9](=[CH:10][CH:11]=1)[N:8]=[CH:7][C:6]([C:12]([CH:14]1[CH2:16][CH2:15]1)=[O:13])=[C:5]2[NH:17][C:18]1[CH:23]=[CH:22][C:21]([CH2:24][CH2:25][N:26]([CH3:28])[CH3:27])=[CH:20][CH:19]=1.[Cl:29][C:30]1[CH:35]=[C:34](B2OC(C)(C)C(C)(C)O2)[CH:33]=[C:32]([Cl:45])[C:31]=1[OH:46]>>[ClH:29].[ClH:29].[CH:14]1([C:12]([C:6]2[CH:7]=[N:8][C:9]3[C:4]([C:5]=2[NH:17][C:18]2[CH:19]=[CH:20][C:21]([CH2:24][CH2:25][N:26]([CH3:28])[CH3:27])=[CH:22][CH:23]=2)=[CH:3][C:2]([C:34]2[CH:35]=[C:30]([Cl:29])[C:31]([OH:46])=[C:32]([Cl:45])[CH:33]=2)=[CH:11][CH:10]=3)=[O:13])[CH2:16][CH2:15]1 |f:2.3.4|. Procedure details: Following general procedure D, (6-bromo-4-(4-(2-(dimethylamino)ethyl)phenylamino)quinolin-3-yl)(cyclopropyl)methanone (7.3 g, 16.7 mmol) was reacted with 2,6-dichloro-4-(4,4,5,5-tetramethyl-1,3,2-dioxaborolan-2-yl)phenol (5.6 g, 20 mol) to obtain the desired product which was dissolved methanol and treated with excess 1 N aq. HCl. During removal of the methanol via rotary evaporation a precipitate appeared which was filtered to obtain the desired product (5.6 g, 64% over 2 steps) as a yellow sol... Starting materials: [H-].[H-].[H-].[H-].[Li+].[Al+3] (LAH), FC1=CC(=CC2=C1CCC(CC2)=O)F (1,3-Difluoro-6,7,8,9-tetrahydro-5H-benzocyclohepten-7-one), O (water), [OH-].[Na+] (sodium hydroxide), O (water). The solvent is C1CCOC1 (THF), C1CCOC1 (THF). Conditions: temperature 0 celsius, time 1 hour. Yields the product FC1=CC(=CC2=C1CCC(CC2)O)F (1,3-difluoro-6,7,8,9-tetrahydro-7-hydroxy-5H-benzocycloheptene). The yield is 102.6%. RXN SMILES: [F:1][C:2]1[C:7]2[CH2:8][CH2:9][C:10](=[O:13])[CH2:11][CH2:12][C:6]=2[CH:5]=[C:4]([F:14])[CH:3]=1.[H-].[H-].[H-].[H-].[Li+].[Al+3].O.[OH-].[Na+]>C1COCC1>[F:1][C:2]1[C:7]2[CH2:8][CH2:9][CH:10]([OH:13])[CH2:11][CH2:12][C:6]=2[CH:5]=[C:4]([F:14])[CH:3]=1 |f:1.2.3.4.5.6,8.9|. Procedure: 1,3-Difluoro-6,7,8,9-tetrahydro-5H-benzocyclohepten-7-one (1.5 g, 7.6 mmol) was dissolved in 30 mL of dry THF, the solution was cooled to 0° C. under argon and 1M LAH (7.5 mL, 7.5 mmol) in THF was added over 2 minutes. The mixture was stirred at 0° C. for 1 hour and then 0.28 mL of water, 0.28 mL of 15% aqueous sodium hydroxide and 0.9 mL of water were added sequentially. The mixture was stirred for 5 minutes, filtered, washed with ethyl acetate and dried over magnesium sulfate. Evaporation of t... Reactants: COC(C1=CC(=CC(=C1)I)Br)=O (Methyl-3-bromo-5-iodobenzoate), B1(OCCCO1)C2=CN=CC=C2 (Pyridine-3-boronic acid-1,3-propanediol ester), C([O-])([O-])=O.[K+].[K+] (potassium carbonate), tetrakis(triphenylphoshine)palladium (0). The solvent is C1(=CC=CC=C1)C (toluene). Run at temperature 80 celsius. Yields the product COC(C1=CC(=CC(=C1)C=1C=NC=CC1)Br)=O (Methyl-3-bromo-5-(3-pyridyl)benzoate). Isolated yield 67.6%. RXN SMILES: [CH3:1][O:2][C:3](=[O:12])[C:4]1[CH:9]=[C:8](I)[CH:7]=[C:6]([Br:11])[CH:5]=1.B1([C:19]2[CH:24]=[CH:23][CH:22]=[N:21][CH:20]=2)OCCCO1.C(=O)([O-])[O-].[K+].[K+]>C1(C)C=CC=CC=1>[CH3:1][O:2][C:3](=[O:12])[C:4]1[CH:9]=[C:8]([C:19]2[CH:20]=[N:21][CH:22]=[CH:23][CH:24]=2)[CH:7]=[C:6]([Br:11])[CH:5]=1 |f:2.3.4|. Procedure details: To the solution of Methyl-3-bromo-5-iodobenzoate (2.00 g, 5.87 mmol) in toluene (50 ml) added Pyridine-3-boronic acid-1,3-propanediol ester (1.24 g, 7.63 mmol), potassium carbonate (8.11 g, 58.7 mmol) and tetrakis(triphenylphoshine)palladium (0) (0.34, 0.29 mmol), sequentially. The resulting brownish yellow reaction mixture was heated at 80° C. under argon for 10 h. The reaction mixture was cooled to room temperature, filtered through a pad of celite and concentrated in-vacuo. The residue was pu... Reactants: C(C1=CC=CC=C1)OC1=C(C=CC(=C1)I)N (2-benzyloxy-4-iodophenylamine), C(C)(C)(C)OC(CBr)=O (bromoacetic acid tert-butyl ester), C(=O)([O-])[O-].[K+].[K+] (K2CO3), Cl (HCl). The solvent is CN(C)C=O (DMF). Reaction conditions: temperature 50 celsius. The product is C(C)(C)(C)OC(CNC1=C(C=C(C=C1)I)OCC1=CC=CC=C1)=O ((2-Benzyloxy-4-iodophenylamino)-acetic Acid Tert-butyl Ester). RXN SMILES: [CH2:1]([O:8][C:9]1[CH:14]=[C:13]([I:15])[CH:12]=[CH:11][C:10]=1[NH2:16])[C:2]1[CH:7]=[CH:6][CH:5]=[CH:4][CH:3]=1.[C:17]([O:21][C:22](=[O:25])[CH2:23]Br)([CH3:20])([CH3:19])[CH3:18].C([O-])([O-])=O.[K+].[K+].Cl>CN(C=O)C>[C:17]([O:21][C:22](=[O:25])[CH2:23][NH:16][C:10]1[CH:11]=[CH:12][C:13]([I:15])=[CH:14][C:9]=1[O:8][CH2:1][C:2]1[CH:3]=[CH:4][CH:5]=[CH:6][CH:7]=1)([CH3:20])([CH3:19])[CH3:18] |f:2.3.4|. Procedure details: To a solution of 2-benzyloxy-4-iodophenylamine (2.35 g, 7.23 mmol) in DMF (15 mL) is added bromoacetic acid tert-butyl ester (1.76 g, 9.04 mmol) and K2CO3 (5.0 g, 36.2 mmol) and the mixture is heated at 50° C. for 4 h. 2N HCl solution (200 mL) is added with cooling and it is then extracted with EtOAc. The organic layer is then washed with brine, dried and concentrated. The residue is then purified by column chromatography to give the title compound as a white solid. Reactants: C(CCC)[Li] (n-butyllithium), C(C1=CC=C(C=C1)OC)(=O)OCC (ethyl p-anisate), C(C)(C)NC(C)C (diisopropylamine), N1=CC(=CC=C1)C (β-picoline). The solvent is CCCCCC (hexane), O (water), O1CCCC1 (tetrahydrofuran), O1CCCC1 (tetrahydrofuran). Reaction conditions: temperature -5 celsius, time 10 minute. The product is COC1=CC=C(C=C1)C(CC=1C=NC=CC1)=O (1-(4-Methoxyphenyl)-2-(3-pyridyl)ethanone). Isolated yield 85.0%. RXN SMILES: C(NC(C)C)(C)C.C([Li])CCC.[N:13]1[CH:18]=[CH:17][CH:16]=[C:15]([CH3:19])[CH:14]=1.[C:20](OCC)(=[O:29])[C:21]1[CH:26]=[CH:25][C:24]([O:27][CH3:28])=[CH:23][CH:22]=1>O1CCCC1.CCCCCC.O>[CH3:28][O:27][C:24]1[CH:25]=[CH:26][C:21]([C:20](=[O:29])[CH2:19][C:15]2[CH:14]=[N:13][CH:18]=[CH:17][CH:16]=2)=[CH:22][CH:23]=1. Procedure: To a stirred solution of diisopropylamine (33.2 mL) in dry tetrahydrofuran (300 mL) cooled at −78° C., was added a solution of 1.6 M n-butyllithium in hexane (148 mL) dropwise. After addition, the resulting mixture was stirred for 10 min at the same temperature, followed by the addition of β-picoline (20 g). The resulting mixture was allowed to warm up to −10-0° C. After an additional 20 min stirring, a solution of ethyl p-anisate (19.4 g) in dry tetrahydrofuran (40 mL) was added. After addition... The reactants are CC1=NC2=C(C=CC=C2C=C1)O (2-methylquinolin-8-ol), C1=CC=C(C=C1)P(C2=CC=CC=C2)C3=CC=CC=C3 (PPh3), CCOC(=O)/N=N/C(=O)OCC (DEAD), COCC(C)O (1-methoxypropan-2-ol). Solvent: O (water), C1CCOC1 (THF). Run at time 24 hour. The product is COCC(C)OC=1C=CC=C2C=CC(=NC12)C (8-(1-methoxypropan-2-yloxy)-2-methylquinoline). Isolated yield 68.8%. RXN SMILES: [CH3:1][C:2]1[CH:11]=[CH:10][C:9]2[C:4](=[C:5]([OH:12])[CH:6]=[CH:7][CH:8]=2)[N:3]=1.C1C=CC(P(C2C=CC=CC=2)C2C=CC=CC=2)=CC=1.CCOC(/N=N/C(OCC)=O)=O.[CH3:44][O:45][CH2:46][CH:47](O)[CH3:48]>C1COCC1.O>[CH3:44][O:45][CH2:46][CH:47]([O:12][C:5]1[CH:6]=[CH:7][CH:8]=[C:9]2[C:4]=1[N:3]=[C:2]([CH3:1])[CH:11]=[CH:10]2)[CH3:48]. Procedure: To 2-methylquinolin-8-ol (1.0 g, 6.28 mmol) in THF (5 mL) was added PPh3 (6.92 g, 26.4 mmol), DEAD (1.58 ml, 10.1 mmol) and 1-methoxypropan-2-ol (0.736 g, 8.17 mmol). The reaction was stirred for 24 hours at ambient temperature and then water was added. The aqueous phase was extracted with DCM and the combined organic phases dried over MgSO4, filtered and purified by reverse chromatography (SP4, 40M, eluting with a gradient of water/ACN 100:0 to 0:100, 20 column volumes) to yield 8-(1-methoxypro... Starting materials: NC=1C=NC2=CC=CC=C2C1 (3-Aminoquinoline), Cl (HCl), ice, N(=O)[O-].[Na+] (sodium nitrite), O(C(=S)[S-])CC.[K+] (potassium ethyl xanthate). Solvent: O (water), O (water). Product: SC=1C=NC2=CC=CC=C2C1 (3-mercaptoquinoline), oil. Reaction SMILES: N[C:2]1[CH:3]=[N:4][C:5]2[C:10]([CH:11]=1)=[CH:9][CH:8]=[CH:7][CH:6]=2.Cl.N([O-])=O.[Na+].O(CC)C([S-])=[S:19].[K+]>O>[SH:19][C:2]1[CH:3]=[N:4][C:5]2[C:10]([CH:11]=1)=[CH:9][CH:8]=[CH:7][CH:6]=2 |f:2.3,4.5|. Reported procedure: Compound 85.1 was prepared by a modification of the published procedure of Albert and Barlin (J. Chem. Soc. 2384–2396 (1959). 3-Aminoquinoline (15.0 g, 105 mmol) was suspended in a mixture of ION HCl (40 mL), ice (21 g) and water (100 mL) at 0–5° C., before sodium nitrite (7.6 g, 110 mmol) was added slowly. The mixture was then added portionwise to another solution of potassium ethyl xanthate (20.8 g, 125 mmol) in water (60 mL) at 45° C. The mixture was heated for 1 hr before cooling off. The mi... Reactants: ClC1=NN(C=C1[N+](=O)[O-])C=1C=NC=CC1 (3-(3-chloro-4-nitro-1H-pyrazol-1-yl)pyridine), C([O-])([O-])=O.[K+].[K+] (potassium carbonate), C1(=CC=CC=C1)B(O)O (phenylboronic acid), C(C)O (ethanol). Reagents/catalysts: C=1C=CC(=CC1)[P](C=2C=CC=CC2)(C=3C=CC=CC3)[Pd]([P](C=4C=CC=CC4)(C=5C=CC=CC5)C=6C=CC=CC6)([P](C=7C=CC=CC7)(C=8C=CC=CC8)C=9C=CC=CC9)[P](C=1C=CC=CC1)(C=1C=CC=CC1)C=1C=CC=CC1 (palladium tetrakis). Run in C1(=CC=CC=C1)C (toluene). Reaction conditions: temperature 110 celsius. Yields the product [N+](=O)([O-])C=1C(=NN(C1)C=1C=NC=CC1)C1=CC=CC=C1 (3-(4-nitro-3-phenyl-1H-pyrazol-1-yl)pyridine). The yield is 125.6%. As a reaction SMILES: [C:1]1(B(O)O)[CH:6]=[CH:5][CH:4]=[CH:3][CH:2]=1.Cl[C:11]1[C:15]([N+:16]([O-:18])=[O:17])=[CH:14][N:13]([C:19]2[CH:20]=[N:21][CH:22]=[CH:23][CH:24]=2)[N:12]=1.C(O)C.C(=O)([O-])[O-].[K+].[K+]>C1(C)C=CC=CC=1.C1C=CC([P]([Pd]([P](C2C=CC=CC=2)(C2C=CC=CC=2)C2C=CC=CC=2)([P](C2C=CC=CC=2)(C2C=CC=CC=2)C2C=CC=CC=2)[P](C2C=CC=CC=2)(C2C=CC=CC=2)C2C=CC=CC=2)(C2C=CC=CC=2)C2C=CC=CC=2)=CC=1>[N+:16]([C:15]1[C:11]([C:1]2[CH:6]=[CH:5][CH:4]=[CH:3][CH:2]=2)=[N:12][N:13]([C:19]2[CH:20]=[N:21][CH:22]=[CH:23][CH:24]=2)[CH:14]=1)([O-:18])=[O:17] |f:3.4.5,^1:44,46,65,84|. Reported procedure: To a suspension of phenylboronic acid (0.546 g, 4.47 mmol) in toluene (6.63 ml) was added 3-(3-chloro-4-nitro-1H-pyrazol-1-yl)pyridine (0.335 g, 1.492 mmol) followed by ethanol (3.31 ml) and 2 M aqueous potassium carbonate (1.492 ml, 2.98 mmol). The solution was degassed by applying vacuum and then purging with nitrogen (3 times). To the reaction mixture was added palladium tetrakis (0.086 g, 0.075 mmol) and the flask was heated at 110° C. under nitrogen for 16 hours. The aqueous layer was remov...